The task is: describe an organic reaction: reactants, conditions, products, and yield. This data is from the Open Reaction Database (ORD), a public repository of structured organic reaction records. Reactants: O=C([O-])[O-], CC(=O)[O-], CC(=O)[O-], Cc1ccc(C)c(-n2nc(-c3ccc(F)cc3)cc2N)c1, CSc1ncc(Cl)c(C(=O)O)n1, [Cu+2], [K+], [K+], CN(C)C=O. The product is CSc1ncc(Nc2cc(-c3ccc(F)cc3)nn2-c2cc(C)ccc2C)c(C(=O)O)n1. RXN SMILES: [C:13](=[O:14])([O-:15])[O-:16].[C:45]([O-:46])(=[O:47])[CH3:48].[C:50]([O-:51])(=[O:52])[CH3:53].[CH3:19][c:20]1[c:21](-[n:27]2[n:28][c:29](-[c:33]3[cH:34][cH:35][c:36]([F:39])[cH:37][cH:38]3)[cH:30][c:31]2[NH2:32])[cH:22][c:23]([CH3:26])[cH:24][cH:25]1.[Cl:1][c:2]1[c:3]([C:10](=[O:11])[OH:12])[n:4][c:5]([S:8][CH3:9])[n:6][cH:7]1.[Cu+2:49].[K+:17].[K+:18].[O:40]=[CH:41][N:42]([CH3:43])[CH3:44]>>[c:2]1([NH:32][c:31]2[n:27](-[c:21]3[c:20]([CH3:19])[cH:25][cH:24][c:23]([CH3:26])[cH:22]3)[n:28][c:29](-[c:33]3[cH:34][cH:35][c:36]([F:39])[cH:37][cH:38]3)[cH:30]2)[c:3]([C:10](=[O:11])[OH:12])[n:4][c:5]([S:8][CH3:9])[n:6][cH:7]1.